Dataset: the Open Reaction Database (ORD), a public repository of structured organic reaction records. Task: describe an organic reaction: reactants, conditions, products, and yield Procedure details: Prepared according to Method D step C from 3-(4-methoxyphenyl)-7-methyl-2-pentyl-2H-indazole (0.014 g, 0.045 mmol), boron tribromide (0.050 mL, 1.0 mmol) and 0.2 mL of cyclohexene to give the product (0.006 g). As a reaction SMILES: C[O:2][C:3]1[CH:8]=[CH:7][C:6]([C:9]2[N:10]([CH2:19][CH2:20][CH2:21][CH2:22][CH3:23])[N:11]=[C:12]3[C:17]=2[CH:16]=[CH:15][CH:14]=[C:13]3[CH3:18])=[CH:5][CH:4]=1.B(Br)(Br)Br.C1CCCCC=1>>[CH3:18][C:13]1[C:12]2[C:17](=[C:9]([C:6]3[CH:7]=[CH:8][C:3]([OH:2])=[CH:4][CH:5]=3)[N:10]([CH2:19][CH2:20][CH2:21][CH2:22][CH3:23])[N:11]=2)[CH:16]=[CH:15][CH:14]=1. The yield is 45.3%. The product is CC1=CC=CC2=C(N(N=C12)CCCCC)C1=CC=C(C=C1)O (4-[7-methyl-2-pentyl-2H-indazol-3-yl]phenol). Reactants: COC1=CC=C(C=C1)C=1N(N=C2C(=CC=CC12)C)CCCCC (3-(4-methoxyphenyl)-7-methyl-2-pentyl-2H-indazole), B(Br)(Br)Br (boron tribromide), C1=CCCCC1 (cyclohexene). Reactants: FC=1C(=NC(=NC1)C1=NNC2=NC=C(C=C21)F)NC(CC(=O)O)C2(CCCC2)C ((+/−)-3-(5-fluoro-2-(5-fluoro-1H-pyrazolo[3,4-b]pyridin-3-yl)pyrimidin-4-ylamino)-3-(1-methylcyclopentyl)propanoic acid), ClC1=NC=C(C(=N1)N[C@H](CC(=O)OC)C(C)(C)C)F ((R)-methyl 3-((2-chloro-5-fluoropyrimidin-4-yl)amino)-4,4-dimethylpentanoate), C(=O)O (formic acid). Run in C(C)#N (ACN). Product: FC=1C(=NC(=NC1)C1=NNC2=NC=C(C=C21)F)N[C@H](CC(=O)O)C(C)(C)C ((R)-3-((5-fluoro-2-(5-fluoro-1H-pyrazolo[3,4-b]pyridin-3-yl)pyrimidin-4-yl)amino)-4,4-dimethylpentanoic acid). Reaction SMILES: [F:1][C:2]1[C:3]([NH:18][CH:19]([C:24]2([CH3:29])[CH2:28]CC[CH2:25]2)[CH2:20][C:21]([OH:23])=[O:22])=[N:4][C:5]([C:8]2[C:16]3[C:11](=[N:12][CH:13]=[C:14]([F:17])[CH:15]=3)[NH:10][N:9]=2)=[N:6][CH:7]=1.ClC1N=C(N[C@@H](C(C)(C)C)CC(OC)=O)C(F)=CN=1.C(O)=O>C(#N)C>[F:1][C:2]1[C:3]([NH:18][C@@H:19]([C:24]([CH3:29])([CH3:28])[CH3:25])[CH2:20][C:21]([OH:23])=[O:22])=[N:4][C:5]([C:8]2[C:16]3[C:11](=[N:12][CH:13]=[C:14]([F:17])[CH:15]=3)[NH:10][N:9]=2)=[N:6][CH:7]=1. Procedure details: Compound 5 was synthesized in a manner similar to compound 12, starting with compound 6a: 1H NMR (400 MHz, d6-DMSO) δ 12.65 (s, 1H), 9.43 (s, 1H), 9.15 (s, 1H), 8.44 (d, J=4.7 Hz, 1H), 8.41-8.29 (m, 2H), 3.93 (s, 1H), 3.54 (s, 1H), 1.19 (d, J=20.0 Hz, 9H); LCMS Gradient 10-90%, 0.1% formic acid, 5 minutes, C18/ACN, Retention Time=2.70 min, (M+H) 393.32.